Dataset: the Open Reaction Database (ORD), a public repository of structured organic reaction records. Task: describe an organic reaction: reactants, conditions, products, and yield Reactants: ClC1=NC(=NC(=C1)Cl)C1=CC=C(C=C1)Cl (4,6-dichloro-2-(p-chlorophenyl)-pyrimidine), NCCN1CCOCC1 (N-(β-aminoethyl)-morpholine). Yields the product ClC1=NC(=NC(=C1)NCCN1CCOCC1)C1=CC=C(C=C1)Cl (4-chloro-2-(4-chlorophenyl)-6-[2-(morpholino)ethylamino]-pyrimidine). As a reaction SMILES: Cl[C:2]1[CH:7]=[C:6]([Cl:8])[N:5]=[C:4]([C:9]2[CH:14]=[CH:13][C:12]([Cl:15])=[CH:11][CH:10]=2)[N:3]=1.[NH2:16][CH2:17][CH2:18][N:19]1[CH2:24][CH2:23][O:22][CH2:21][CH2:20]1>>[Cl:8][C:6]1[CH:7]=[C:2]([NH:16][CH2:17][CH2:18][N:19]2[CH2:24][CH2:23][O:22][CH2:21][CH2:20]2)[N:3]=[C:4]([C:9]2[CH:14]=[CH:13][C:12]([Cl:15])=[CH:11][CH:10]=2)[N:5]=1. Reported procedure: Employing the procedure of Example VII, 7.0 g. of 4,6-dichloro-2-(p-chlorophenyl)-pyrimidine and 30 ml. of N-(β-aminoethyl)-morpholine is reacted to produce 8.9 g. of product. Recrystallization from n-heptane affords 4-chloro-2-(4-chlorophenyl)-6-[2-(morpholino)ethylamino]-pyrimidine, m.p. 127°-129°C. The reactants are C(C)OP(OCC)(=O)C1CCC=2C=3N1C(C(NC3C=C(C2N)C(F)(F)F)=O)=O (8-amino-9-trifluoromethyl-2,3-dioxo-1,2,3,5,6,7-hexahydro-pyrido[1,2,3-de]quinoxaline-5-phosphonic acid diethyl ester), COC1OC(CC1)OC (2,5-dimethoxytetrahydrofuran). Yields the product C(C)OP(OCC)(=O)C1CCC=2C=3N1C(C(NC3C=C(C2N2C=CC=C2)C(F)(F)F)=O)=O (8-(1-Pyrrolyl)-9-trifluoromethyl-2,3-dioxo-1,2,3,5,6,7-hexahydro-pyrido[1,2,3-de]quinoxaline-5-phosphonic acid diethyl ester). Reaction SMILES: [CH2:1]([O:3][P:4]([CH:9]1[N:14]2[C:15](=[O:28])[C:16](=[O:27])[NH:17][C:18]3[CH:19]=[C:20]([C:23]([F:26])([F:25])[F:24])[C:21]([NH2:22])=[C:12]([C:13]=32)[CH2:11][CH2:10]1)(=[O:8])[O:5][CH2:6][CH3:7])[CH3:2].CO[CH:31]1[CH2:35][CH2:34][CH:33](OC)O1>>[CH2:6]([O:5][P:4]([CH:9]1[N:14]2[C:15](=[O:28])[C:16](=[O:27])[NH:17][C:18]3[CH:19]=[C:20]([C:23]([F:26])([F:25])[F:24])[C:21]([N:22]4[CH:31]=[CH:35][CH:34]=[CH:33]4)=[C:12]([C:13]=32)[CH2:11][CH2:10]1)(=[O:8])[O:3][CH2:1][CH3:2])[CH3:7]. Procedure: 211 mg of 8-amino-9-trifluoromethyl-2,3-dioxo-1,2,3,5,6,7-hexahydro-pyrido[1,2,3-de]quinoxaline-5-phosphonic acid diethyl ester and 66 mg of 2,5-dimethoxytetrahydrofuran are reacted for one hour at 140° C. bath temperature. After recrystallization from ethanol, 123 mg of 8-(1-pyrrolyl)-9-trifluoromethyl-2,3-dioxo-1,2,3,5,6,7-hexahydro-pyrido[1,2,3-de]quinoxaline-5-phosphonic acid diethyl ester of melting point 268° C. is obtained. The reactants are CCOC(=O)COc1ccc([SH](C)C(C)c2cccc3nc(-c4ccc(C(F)(F)F)cc4)oc23)cc1C, CO, Cl, [Na+], [OH-]. The product is Cc1cc([SH](C)C(C)c2cccc3nc(-c4ccc(C(F)(F)F)cc4)oc23)ccc1OCC(=O)O. Reaction SMILES: [CH3:1][c:2]1[c:3]([O:4][CH2:5][C:6](=[O:7])[O:8][CH2:9][CH3:10])[cH:11][cH:12][c:13]([SH:15]([CH3:16])[CH:17]([CH3:18])[c:19]2[cH:20][cH:21][cH:22][c:23]3[n:24][c:25](-[c:28]4[cH:29][cH:30][c:31]([C:34]([F:35])([F:36])[F:37])[cH:32][cH:33]4)[o:26][c:27]23)[cH:14]1.[CH3:41][OH:42].[ClH:40].[Na+:39].[OH-:38]>>[CH3:1][c:2]1[c:3]([O:4][CH2:5][C:6](=[O:7])[OH:8])[cH:11][cH:12][c:13]([SH:15]([CH3:16])[CH:17]([CH3:18])[c:19]2[cH:20][cH:21][cH:22][c:23]3[n:24][c:25](-[c:28]4[cH:29][cH:30][c:31]([C:34]([F:35])([F:36])[F:37])[cH:32][cH:33]4)[o:26][c:27]23)[cH:14]1.